Dataset: the Open Reaction Database (ORD), a public repository of structured organic reaction records. Task: describe an organic reaction: reactants, conditions, products, and yield Reactants: FC1=C(C=CC2=C1C(=C(O2)C2=CC=C(C=C2)F)C(NC)=O)C=2C(=CC(=C(C(=O)O)C2)OC)C (5-(4-fluoro-2-(4-fluorophenyl)-3-(methylcarbamoyl)benzofuran-5-yl)-2-methoxy-4-methylbenzoic acid), N1=C(N=CC=C1)C1(CC1)N (1-(pyrimidin-2-yl)cyclopropanamine), C(=O)(C(F)(F)F)O (TFA), 2-(1H-benzo[d][1,2,3]triazol-1-yl)-1,1,3,3-tetramethylisouronium tetrafluoroborate, C(C)(C)N(C(C)C)CC (N,N-diisopropylethyl amine). The solvent is CN(C)C=O (DMF), CO (MeOH). Reaction conditions: time 20 hour. Yields the product FC1=C(C=CC2=C1C(=C(O2)C2=CC=C(C=C2)F)C(=O)NC)C2=C(C=C(C(=C2)C(NC2(CC2)C2=NC=CC=N2)=O)OC)C (4-fluoro-2-(4-fluorophenyl)-5-(4-methoxy-2-methyl-5-(1-(pyrimidin-2-yl)cyclopropylcarbamoyl)phenyl)-N-methylbenzofuran-3-carboxamide). As a reaction SMILES: [F:1][C:2]1[C:7]2[C:8]([C:18](=[O:21])[NH:19][CH3:20])=[C:9]([C:11]3[CH:16]=[CH:15][C:14]([F:17])=[CH:13][CH:12]=3)[O:10][C:6]=2[CH:5]=[CH:4][C:3]=1[C:22]1[C:23]([CH3:33])=[CH:24][C:25]([O:31][CH3:32])=[C:26]([CH:30]=1)[C:27](O)=[O:28].[N:34]1[CH:39]=[CH:38][CH:37]=[N:36][C:35]=1[C:40]1([NH2:43])[CH2:42][CH2:41]1.C(O)(C(F)(F)F)=O.C(N(CC)C(C)C)(C)C>CN(C=O)C.CO>[F:1][C:2]1[C:7]2[C:8]([C:18]([NH:19][CH3:20])=[O:21])=[C:9]([C:11]3[CH:12]=[CH:13][C:14]([F:17])=[CH:15][CH:16]=3)[O:10][C:6]=2[CH:5]=[CH:4][C:3]=1[C:22]1[CH:30]=[C:26]([C:27](=[O:28])[NH:43][C:40]2([C:35]3[N:36]=[CH:37][CH:38]=[CH:39][N:34]=3)[CH2:42][CH2:41]2)[C:25]([O:31][CH3:32])=[CH:24][C:23]=1[CH3:33]. Procedure details: To a mixture of 5-(4-fluoro-2-(4-fluorophenyl)-3-(methylcarbamoyl)benzofuran-5-yl)-2-methoxy-4-methylbenzoic acid (30 mg, 0.066 mmol), 1-(pyrimidin-2-yl)cyclopropanamine, TFA (33.1 mg, about 75% pure, assumed 0.133 mmol,) and 2-(1H-benzo[d][1,2,3]triazol-1-yl)-1,1,3,3-tetramethylisouronium tetrafluoroborate (64.0 mg, 0.199 mmol) in DMF (1 mL) at r.t. under N2 was added N,N-diisopropylethyl amine (0.058 mL, 0.332 mmol). The mixture was stirred at r.t. for 20 hours. The mixture was diluted with Me... Reactants: C(C1=CC=CC=C1)OC(=O)N[C@@H](CCC(=O)O)C(=O)O (N-benzyloxycarbonyl-L-glutamic acid), C=O (paraformaldehyde), O.C1(=CC=C(C=C1)S(=O)(=O)O)C (p-toluenesulfonic acid monohydrate), C1=CC=CC=C1 (benzene). Solvent: CO.ClCCl (methanol dichloromethane), C(C)(=O)O (acetic acid), C(C)(=O)OCC (ethyl acetate), ClCCl (dichloromethane). Product: O1C(NCC1)CCC(=O)O (oxazolidine propionic acid). Reaction SMILES: C(O[C:9]([NH:11][C@H:12](C(O)=O)[CH2:13][CH2:14][C:15]([OH:17])=[O:16])=O)C1C=CC=CC=1.[CH2:21]=[O:22].O.C1(C)C=CC(S(O)(=O)=O)=CC=1.C1C=CC=CC=1>C(O)(=O)C.ClCCl.C(OCC)(=O)C.CO.ClCCl>[O:22]1[CH2:21][CH2:9][NH:11][CH:12]1[CH2:13][CH2:14][C:15]([OH:17])=[O:16] |f:2.3,8.9|. Procedure details: Into a 250 mL round bottomed flask equipped with an Dean-Stark distilling trap was charged 8 g (28.4 mmole) of N-benzyloxycarbonyl-L-glutamic acid, 1.45 g (50 mmole) paraformaldehyde, 28.5 mg p-toluenesulfonic acid monohydrate and 150 mL benzene. The mixture was refluxed for 8 hr during which the solution turned yellowish in color and solid appeared in the condenser and trap. Evaluation with TLC (silica gel GF, solvent: 5% methanol/dichloromethane or ethyl acetate:dichloromethane:acetic acid=1:1... Starting materials: ClC1=NC(=C2N=C(N(C2=N1)C)CN1CCC(CC1)C(C)(C)O)N1CCOCC1 (2-(1-((2-chloro-9-methyl-6-morpholino-9H-purin-8-yl)methyl)piperidin-4-yl)propan-2-ol), O1C=C(C2=C1C=CC=C2)B2OC(C(O2)(C)C)(C)C (2-(benzofuran-3-yl)-4,4,5,5-tetramethyl-1,3,2-dioxaborolane). Yields the product O1C=C(C2=C1C=CC=C2)C2=NC(=C1N=C(N(C1=N2)C)CN2CCC(CC2)C(C)(C)O)N2CCOCC2 (2-(1-((2-(benzofuran-3-yl)-9-methyl-6-morpholino-9H-purin-8-yl)methyl)piperidin-4-yl)propan-2-ol). As a reaction SMILES: Cl[C:2]1[N:10]=[C:9]2[C:5]([N:6]=[C:7]([CH2:12][N:13]3[CH2:18][CH2:17][CH:16]([C:19]([OH:22])([CH3:21])[CH3:20])[CH2:15][CH2:14]3)[N:8]2[CH3:11])=[C:4]([N:23]2[CH2:28][CH2:27][O:26][CH2:25][CH2:24]2)[N:3]=1.[O:29]1[C:33]2[CH:34]=[CH:35][CH:36]=[CH:37][C:32]=2[C:31](B2OC(C)(C)C(C)(C)O2)=[CH:30]1>>[O:29]1[C:33]2[CH:34]=[CH:35][CH:36]=[CH:37][C:32]=2[C:31]([C:2]2[N:10]=[C:9]3[C:5]([N:6]=[C:7]([CH2:12][N:13]4[CH2:18][CH2:17][CH:16]([C:19]([OH:22])([CH3:21])[CH3:20])[CH2:15][CH2:14]4)[N:8]3[CH3:11])=[C:4]([N:23]3[CH2:28][CH2:27][O:26][CH2:25][CH2:24]3)[N:3]=2)=[CH:30]1. Procedure: Following the procedures for 140, 2-(1-((2-chloro-9-methyl-6-morpholino-9H-purin-8-yl)methyl)piperidin-4-yl)propan-2-ol and 2-(benzofuran-3-yl)-4,4,5,5-tetramethyl-1,3,2-dioxaborolane was converted to 138. LCMS: M+H+=491.2. 1H-NMR (400 MHz, DMSO-d6): δ 8.75 (s, 1H), 8.58 (m, 1H), 7.66 (m, 1H), 7.40 (m, 2H), 4.66 (s, 2H), 4.31 (m, 4H), 3.90 (s, 3H), 3.80 (m, 4H), 3.68 (s, br, 1H), 3.12 (m, 2H), 2.90 (m, 2H), 1.90 (m, 2H), 1.56 (m, 3H), 1.06 (s, 6H) Starting materials: C(#N)C=1C=C2C(=CC=NC2=CC1OC)OC1=CC=C(C=C1)CC(=O)O (2-[4-(6-cyano-7-methoxyquinolin-4-yloxy)phenyl]acetic acid), C(C)(C)(C)OC(=O)N(C1CC1)CC=1C=C(N)C=C(C1)C (3-(N-tert-butoxycarbonyl-N-cyclopropylaminomethyl)-5-methylaniline), FC(C(=O)O)(F)F (trifluoroacetic acid). The product is C1(CC1)NCC=1C=C(C=C(C1)C)NC(CC1=CC=C(C=C1)OC1=CC=NC2=CC(=C(C=C12)C#N)OC)=O (N-(3-cyclopropylaminomethyl-5-methylphenyl)-2-[4-(6-cyano-7-methoxyquinolin-4-yloxy)phenyl]acetamide). Isolated yield 48.0%. As a reaction SMILES: [C:1]([C:3]1[CH:4]=[C:5]2[C:10](=[CH:11][C:12]=1[O:13][CH3:14])[N:9]=[CH:8][CH:7]=[C:6]2[O:15][C:16]1[CH:21]=[CH:20][C:19]([CH2:22][C:23](O)=[O:24])=[CH:18][CH:17]=1)#[N:2].C(OC([N:33]([CH2:37][C:38]1[CH:39]=[C:40]([CH:42]=[C:43]([CH3:45])[CH:44]=1)[NH2:41])[CH:34]1[CH2:36][CH2:35]1)=O)(C)(C)C.FC(F)(F)C(O)=O>>[CH:34]1([NH:33][CH2:37][C:38]2[CH:39]=[C:40]([NH:41][C:23](=[O:24])[CH2:22][C:19]3[CH:18]=[CH:17][C:16]([O:15][C:6]4[C:5]5[C:10](=[CH:11][C:12]([O:13][CH3:14])=[C:3]([C:1]#[N:2])[CH:4]=5)[N:9]=[CH:8][CH:7]=4)=[CH:21][CH:20]=3)[CH:42]=[C:43]([CH3:45])[CH:44]=2)[CH2:36][CH2:35]1. Reported procedure: Using an analogous procedures to those described in Example 15, 2-[4-(6-cyano-7-methoxyquinolin-4-yloxy)phenyl]acetic acid was reacted with 3-(N-tert-butoxycarbonyl-N-cyclopropylaminomethyl)-5-methylaniline and the product was reacted with trifluoroacetic acid. The resultant product was purified by column chromatography on silica using a solvent gradient from 100:0 to 9:1 mixtures of ethyl acetate and methanol as eluent. There was thus obtained the title compound in 48% yield. A portion of the m... The reactants are ClCC1=CC=CC=2N=C(OC21)C2=CC=CC=C2 (7-chloromethyl-2-phenylbenzoxazole), [H-].[Na+] (Sodium hydride), COC([C@@H](NC(=O)OC(C)(C)C)CC1=CC(=C(C(=C1)C)O)C)=O (N-t-butoxycarbonyl-3,5-dimethyl-L-tyrosine methyl ester), ice water, C(C)(=O)OCC (ethyl acetate). Solvent: CS(=O)C (dimethyl sulfoxide), CS(=O)C (dimethyl sulfoxide). Conditions: time 30 minute. The product is COC([C@@H](NC(=O)OC(C)(C)C)CC1=CC(=C(C(=C1)C)OCC1=CC=CC=2N=C(OC21)C2=CC=CC=C2)C)=O (N-t-butoxycarbonyl-3,5-dimethyl-O-[(2-phenyl)benzoxazol-7-yl]methyl-L-tyrosine methyl ester). Yield: 70.4%. As a reaction SMILES: [H-].[Na+].[CH3:3][O:4][C:5](=[O:25])[C@H:6]([CH2:15][C:16]1[CH:21]=[C:20]([CH3:22])[C:19]([OH:23])=[C:18]([CH3:24])[CH:17]=1)[NH:7][C:8]([O:10][C:11]([CH3:14])([CH3:13])[CH3:12])=[O:9].Cl[CH2:27][C:28]1[C:36]2[O:35][C:34]([C:37]3[CH:42]=[CH:41][CH:40]=[CH:39][CH:38]=3)=[N:33][C:32]=2[CH:31]=[CH:30][CH:29]=1.C(OCC)(=O)C>CS(C)=O>[CH3:3][O:4][C:5](=[O:25])[C@H:6]([CH2:15][C:16]1[CH:17]=[C:18]([CH3:24])[C:19]([O:23][CH2:27][C:28]2[C:36]3[O:35][C:34]([C:37]4[CH:42]=[CH:41][CH:40]=[CH:39][CH:38]=4)=[N:33][C:32]=3[CH:31]=[CH:30][CH:29]=2)=[C:20]([CH3:22])[CH:21]=1)[NH:7][C:8]([O:10][C:11]([CH3:14])([CH3:13])[CH3:12])=[O:9] |f:0.1|. Reported procedure: 60% Sodium hydride (20 mg, 0.495 mmol) was added to a solution of N-t-butoxycarbonyl-3,5-dimethyl-L-tyrosine methyl ester (160 mg, 0.495 mmol) in dimethyl sulfoxide (2 ml) at 18° C. and the mixture was stirred at the same temperature for 30 minutes. To the mixture was added dropwise a solution of 7-chloromethyl-2-phenylbenzoxazole (241 mg, 0.990 mmol) in dimethyl sulfoxide (3 ml) and the mixture was stirred at room temperature for 90 minutes. The reaction mixture was poured into a mixture of ice...